Task: describe an organic reaction: reactants, conditions, products, and yield. Dataset: the Open Reaction Database (ORD), a public repository of structured organic reaction records Starting materials: C(C)C1=C(N=C(S1)NC(=S)NS(=O)(=O)C1=CC=C(C=C1)C)C1=CC=2CCCCC2C=C1 (1-[5-ethyl-4-(5,6,7,8-tetrahydro-2-naphthyl)-2-thiazolyl]-3-(4-methylphenyl)sulfonyl-2-thiourea), S(=O)(=O)(Cl)Cl (sulfuryl chloride). The solvent is C(Cl)(Cl)Cl (chloroform). Conditions: time 2 hour. Yields the product C(C)C1=C(N2SC(N=C2S1)=NS(=O)(=O)C1=CC=C(C=C1)C)C1=CC=2CCCCC2C=C1 (5-ethyl-2-(4-methylphenyl)sulfonylimino-6-(5,6,7,8-tetrahydro-2-naphthyl)-2H-thiazolo[3,2- b][1,2,4]thiadiazole). The yield is 71.7%. Reaction SMILES: [CH2:1]([C:3]1[S:7][C:6]([NH:8][C:9]([NH:11][S:12]([C:15]2[CH:20]=[CH:19][C:18]([CH3:21])=[CH:17][CH:16]=2)(=[O:14])=[O:13])=[S:10])=[N:5][C:4]=1[C:22]1[CH:31]=[CH:30][C:29]2[CH2:28][CH2:27][CH2:26][CH2:25][C:24]=2[CH:23]=1)[CH3:2].S(Cl)(Cl)(=O)=O>C(Cl)(Cl)Cl>[CH2:1]([C:3]1[S:7][C:6]2[N:5]([S:10][C:9](=[N:11][S:12]([C:15]3[CH:16]=[CH:17][C:18]([CH3:21])=[CH:19][CH:20]=3)(=[O:14])=[O:13])[N:8]=2)[C:4]=1[C:22]1[CH:31]=[CH:30][C:29]2[CH2:28][CH2:27][CH2:26][CH2:25][C:24]=2[CH:23]=1)[CH3:2]. Procedure details: To a mixture of 1-[5-ethyl-4-(5,6,7,8-tetrahydro-2-naphthyl)-2-thiazolyl]-3-(4-methylphenyl)sulfonyl-2-thiourea (1.40 g) and chloroform (10 ml), sulfuryl chloride (420 mg) was added. After being stirred at room temperature for 2 hours, the reaction mixture was concentrated; the residue was treated with ethanol, and the resulting crystal was collected by filtration and recrystallized from dichloromethane-ethanol to yield 5-ethyl-2-(4-methylphenyl)sulfonylimino-6-(5,6,7,8-tetrahydro-2-naphthyl)-2H...